Dataset: the Open Reaction Database (ORD), a public repository of structured organic reaction records. Task: describe an organic reaction: reactants, conditions, products, and yield Reaction SMILES: [Br:13][CH2:14][c:15]1[cH:16][cH:17][c:18](-[c:21]2[c:22]([C:23](=[O:24])[O:25][CH3:26])[cH:27][cH:28][cH:29][cH:30]2)[cH:19][cH:20]1.[CH3:1][c:2]1[c:3]2[c:4]([n:5][cH:6][cH:7]1)[nH:8][c:9]([S:11][CH3:12])[n:10]2.[CH3:34][N:35]([CH3:36])[CH:37]=[O:38].[H-:31].[Na+:32].[OH2:33]>>[CH3:1][c:2]1[c:3]2[c:4]([n:5][cH:6][cH:7]1)[n:8]([CH2:14][c:15]1[cH:16][cH:17][c:18](-[c:21]3[c:22]([C:23](=[O:24])[O:25][CH3:26])[cH:27][cH:28][cH:29][cH:30]3)[cH:19][cH:20]1)[c:9]([S:11][CH3:12])[n:10]2. The product is COC(=O)c1ccccc1-c1ccc(Cn2c(SC)nc3c(C)ccnc32)cc1. The reactants are COC(=O)c1ccccc1-c1ccc(CBr)cc1, CSc1nc2c(C)ccnc2[nH]1, CN(C)C=O, [H-], [Na+], O. The reactants are C(C)(=O)OC1=C(C=C(NC=C2C(OC(OC2=O)(C)C)=O)C=C1)OC (5-((4-acetoxy-3-methoxyanilino)methylene)-2,2-dimethyl-1,3-dioxane-4,6-dione), CCOCC (ether). The solvent is C1=CC=C(C=C1)C2=CC=CC=C2.C1=CC=C(C=C1)OC2=CC=CC=C2 (DOWTHERM A). Run at temperature 195 celsius. The product is C(C)(=O)OC=1C=C2C(C=CNC2=CC1OC)=O (6-acetoxy-7-methoxy-1,4-dihydroquinolin-4-one). RXN SMILES: [C:1]([O:4][C:5]1[CH:22]=[CH:21][C:8]([NH:9][CH:10]=[C:11]2[C:16](=[O:17])OC(C)(C)OC2=O)=[CH:7][C:6]=1[O:23][CH3:24])(=[O:3])[CH3:2].CCOCC>C1C=CC(C2C=CC=CC=2)=CC=1.C1C=CC(OC2C=CC=CC=2)=CC=1>[C:1]([O:4][C:5]1[CH:22]=[C:21]2[C:8](=[CH:7][C:6]=1[O:23][CH3:24])[NH:9][CH:10]=[CH:11][C:16]2=[O:17])(=[O:3])[CH3:2] |f:2.3|. Procedure details: A suspension of 5-((4-acetoxy-3-methoxyanilino)methylene)-2,2-dimethyl-1,3-dioxane-4,6-dione (11.5 g) in DOWTHERM A, (trade mark of Fluka Chemie AG), (125 ml) was heated at 195° C. for 30 minutes. After cooling, ether was added (100 ml) and the precipitate was collected by filtration. The solid was washed with ether and dried under vacuum to give 6-acetoxy-7-methoxy-1,4-dihydroquinolin-4-one which was used without further purification for the next step. Reactants: C1CCOC1, CCOCC, CCOC(C)=O, [Na+], O=C([O-])O, BrP(Br)Br, OCc1ccnc(-n2cccn2)c1. The product is BrCc1ccnc(-n2cccn2)c1. As a reaction SMILES: [CH2:18]1[O:19][CH2:20][CH2:21][CH2:22]1.[CH3:28][CH2:29][O:30][CH2:31][CH3:32].[CH3:33][CH2:34][O:35][C:36](=[O:37])[CH3:38].[Na+:27].[O-:23][C:24]([OH:25])=[O:26].[P:14]([Br:15])([Br:16])[Br:17].[n:1]1(-[c:6]2[n:7][cH:8][cH:9][c:10]([CH2:12][OH:13])[cH:11]2)[n:2][cH:3][cH:4][cH:5]1>>[n:1]1(-[c:6]2[n:7][cH:8][cH:9][c:10]([CH2:12][Br:15])[cH:11]2)[n:2][cH:3][cH:4][cH:5]1. Starting materials: CCOC(=O)C(CC#N)C(=O)OCC, Cc1cc([N+](=O)[O-])cnc1Cl, [H-], [Na+], C1CCOC1. The product is CCOC(=O)C(CC#N)(C(=O)OCC)c1ncc([N+](=O)[O-])cc1C. As a reaction SMILES: [CH2:1]([CH3:2])[O:3][C:4]([CH:5]([C:6](=[O:7])[O:8][CH2:9][CH3:10])[CH2:11][C:12]#[N:13])=[O:14].[Cl:17][c:18]1[n:19][cH:20][c:21]([N+:25](=[O:26])[O-:27])[cH:22][c:23]1[CH3:24].[H-:15].[Na+:16].[O:28]1[CH2:29][CH2:30][CH2:31][CH2:32]1>>[CH2:1]([CH3:2])[O:3][C:4]([C:5]([C:6](=[O:7])[O:8][CH2:9][CH3:10])([CH2:11][C:12]#[N:13])[c:18]1[n:19][cH:20][c:21]([N+:25](=[O:26])[O-:27])[cH:22][c:23]1[CH3:24])=[O:14]. Starting materials: C(C)OC(CCCOC1=C(C(=CC=C1)CCCCCCOC=1C=C(C=C(C1)OCC)C1=CC=C(C=C1)Cl)CCC(=O)OCC)=O (4-[3-[6-(4′-chloro-5-ethoxy-biphenyl-3-yloxy)-hexyl]-2-(2-ethoxycarbonyl-ethyl)-phenoxy]-butyric acid ethyl ester), [OH-].[Na+] (sodium hydroxide). The product is C(=O)(O)CCC1=C(OCCCC(=O)O)C=CC=C1CCCCCCOC=1C=C(C=C(C1)OCC)C1=CC=C(C=C1)Cl (4-[2-(2-carboxy-ethyl)-3-[6-(4′-chloro-5-ethoxy-biphenyl-3-yloxy)-hexyl]-phenoxy]-butyric acid). The yield is 142.9%. RXN SMILES: C([O:3][C:4](=[O:45])[CH2:5][CH2:6][CH2:7][O:8][C:9]1[CH:14]=[CH:13][CH:12]=[C:11]([CH2:15][CH2:16][CH2:17][CH2:18][CH2:19][CH2:20][O:21][C:22]2[CH:23]=[C:24]([C:31]3[CH:36]=[CH:35][C:34]([Cl:37])=[CH:33][CH:32]=3)[CH:25]=[C:26]([O:28][CH2:29][CH3:30])[CH:27]=2)[C:10]=1[CH2:38][CH2:39][C:40]([O:42]CC)=[O:41])C.[OH-].[Na+]>>[C:40]([CH2:39][CH2:38][C:10]1[C:11]([CH2:15][CH2:16][CH2:17][CH2:18][CH2:19][CH2:20][O:21][C:22]2[CH:23]=[C:24]([C:31]3[CH:32]=[CH:33][C:34]([Cl:37])=[CH:35][CH:36]=3)[CH:25]=[C:26]([O:28][CH2:29][CH3:30])[CH:27]=2)=[CH:12][CH:13]=[CH:14][C:9]=1[O:8][CH2:7][CH2:6][CH2:5][C:4]([OH:45])=[O:3])([OH:42])=[O:41] |f:1.2|. Procedure: A similar procedure as described in Example 43, step 5 was used, starting from 4-[3-[6-(4′-chloro-5-ethoxy-biphenyl-3-yloxy)-hexyl]-2-(2-ethoxycarbonyl-ethyl)-phenoxy]-butyric acid ethyl ester (150 mg, 0.24 mmol) and 1.0 N aqueous sodium hydroxide (2.4 mL) to afford 4-[2-(2-carboxy-ethyl)-3-[6-(4′-chloro-5-ethoxy-biphenyl-3-yloxy)-hexyl]-phenoxy]-butyric acid (200 mg, 98%) as a light brown waxy solid: ES(+)-HRMS m/e calcd for C33H39ClO7 (M+Na)+ 605.2276. found 605.2278.